This data is from the Open Reaction Database (ORD), a public repository of structured organic reaction records. The task is: describe an organic reaction: reactants, conditions, products, and yield The product is FC1=CC=C(C=C1)[C@@H](CN(C(OC(C)(C)C)=O)C)CCN1CC(C1)N1CCOCC1 (tert-butyl [(2S)-2-(4-fluorophenyl)-4-(3-morpholin-4ylazetidin-1-yl)butyl]methylcarbamate). The reactants are C(C)(=O)O[BH-](OC(C)=O)OC(C)=O.[Na+] (sodium triacetoxyborohydride), FC1=CC=C(C=C1)[C@@H](CN(C(OC(C)(C)C)=O)C)CC=O (tert-Butyl [(2S)-2-(4-fluorophenyl)-4-oxobutyl]methylcarbamate), N1CC(C1)N1CCOCC1 (4-azetidin-3-ylmorpholine), CCN(C(C)C)C(C)C (DIPEA). Reaction conditions: time 20 minute. As a reaction SMILES: [F:1][C:2]1[CH:7]=[CH:6][C:5]([C@H:8]([CH2:19][CH:20]=O)[CH2:9][N:10]([CH3:18])[C:11](=[O:17])[O:12][C:13]([CH3:16])([CH3:15])[CH3:14])=[CH:4][CH:3]=1.[NH:22]1[CH2:25][CH:24]([N:26]2[CH2:31][CH2:30][O:29][CH2:28][CH2:27]2)[CH2:23]1.CCN(C(C)C)C(C)C.C(O[BH-](OC(=O)C)OC(=O)C)(=O)C.[Na+]>C(Cl)Cl>[F:1][C:2]1[CH:3]=[CH:4][C:5]([C@H:8]([CH2:19][CH2:20][N:22]2[CH2:25][CH:24]([N:26]3[CH2:31][CH2:30][O:29][CH2:28][CH2:27]3)[CH2:23]2)[CH2:9][N:10]([CH3:18])[C:11](=[O:17])[O:12][C:13]([CH3:14])([CH3:15])[CH3:16])=[CH:6][CH:7]=1 |f:3.4|. Solvent: C(Cl)Cl (CH2Cl2). The yield is 19.7%. Procedure: tert-Butyl [(2S)-2-(4-fluorophenyl)-4-oxobutyl]methylcarbamate (1.57 g, 5.3 mmol) and 4-azetidin-3-ylmorpholine (0.83 g, 5.8 mmol) were dissolved in CH2Cl2 (60 mL) together with DIPEA (1.4 g, 10.6 mmol). The mixture was stirred for 20 min and then sodium triacetoxyborohydride (1.6 g, 7.4 mmol) was added. The mixture was stirred at room temperature for 6 h and then the solvent was removed by evaporation. The residue was partitioned between an aqueous solution of NaHCO3 and ethyl acetate. The aque... Starting materials: O (water), ice, NC1=C(C=C(C=C1)[N+](=O)[O-])O (2-amino-5-nitro phenol), BrBr (bromine). The solvent is C(Cl)Cl (DCM). Reaction conditions: time 45 minute. Product: NC1=C(C=C(C=C1Br)[N+](=O)[O-])O (2-Amino-3-bromo-5-nitro-phenol). Reaction SMILES: [NH2:1][C:2]1[CH:7]=[CH:6][C:5]([N+:8]([O-:10])=[O:9])=[CH:4][C:3]=1[OH:11].[Br:12]Br.O>C(Cl)Cl>[NH2:1][C:2]1[C:7]([Br:12])=[CH:6][C:5]([N+:8]([O-:10])=[O:9])=[CH:4][C:3]=1[OH:11]. Reported procedure: To an ice-cold solution of 2-amino-5-nitro phenol (40.0 g, 259.52 mmol) in DCM (1.0 L), was added bromine (13.38 mL, 259.52 mmol) drop wise. The resulting reaction mixture was stirred at room temperature for 45 min. After the completion of the reaction (TLC monitoring), water was added and extracted with EtOAc (3×1.0 L). The combined organics was dried over anhydrous Na2SO4 and concentrated under reduced pressure. The crude (55.0 g, 92%) was carried forward to the next step without further purif... Reactants: ClC1=C(C=C2CC(C(C2=C1Cl)=O)(C)C1CCCC1)O ((+) 6,7-dichloro-2-cyclopentyl-2,3-dihydro-5-hydroxy-2-methyl-1H-inden-1-one), BrCCCC(=O)OCC (ethyl 4-bromobutanoate), ice water. Run in CN(C)C=O (DMF). Reaction conditions: temperature 55 celsius, time 4 hour. The product is ClC1=C(C=C2CC(C(C2=C1Cl)=O)(C)C1CCCC1)OC(C(=O)O)CC ((+)[(6,7-dichloro-2-cyclopentyl-2,3-dihydro-2-methyl-1-oxo-1H-inden-5-yl)-oxy]butanoic acid). Isolated yield 99.6%. As a reaction SMILES: [Cl:1][C:2]1[C:10]([Cl:11])=[C:9]2[C:5]([CH2:6][C:7]([CH:14]3[CH2:18][CH2:17][CH2:16][CH2:15]3)([CH3:13])[C:8]2=[O:12])=[CH:4][C:3]=1[OH:19].Br[CH2:21][CH2:22][CH2:23][C:24]([O:26]CC)=[O:25]>CN(C=O)C>[Cl:1][C:2]1[C:10]([Cl:11])=[C:9]2[C:5]([CH2:6][C:7]([CH:14]3[CH2:18][CH2:17][CH2:16][CH2:15]3)([CH3:13])[C:8]2=[O:12])=[CH:4][C:3]=1[O:19][CH:23]([CH2:22][CH3:21])[C:24]([OH:26])=[O:25]. Procedure details: A mixture of (+) 6,7-dichloro-2-cyclopentyl-2,3-dihydro-5-hydroxy-2-methyl-1H-inden-1-one (14.25 g, 0.046 mole) potassium carbonate (12.5 g, 0.09 mole) and ethyl 4-bromobutanoate (17.5 g, 0.08 mole) in DMF (150 ml) is stirred at 55° C. for 4 hours then poured into ice water and extracted with ether, washed with water and the ether evaporated at reduced pressure. The residual oil is dissolved in acetic acid (150 ml) and 5% hydrochloric acid (50 ml), heated at 95° C. for 21/2 hours, cooled and tre... The reactants are O (water), FC(C(C(=O)O)(C)O)(F)F (3,3,3-trifluoro-2-hydroxy-2-methylpropanoic acid), N1=CC=C(C=C1)S(=O)(=O)C1=CC=C(C=C1)N (4-(4-Pyridylsulfonyl)benzenamine), S(=O)(Cl)Cl (thionyl chloride). Run in CN(C(C)=O)C (N,N-dimethyl-acetamide). Run at time 1 hour. Product: N1=CC=C(C=C1)S(=O)(=O)C1=CC=C(C=C1)NC(C(C(F)(F)F)(C)O)=O (N-[4-(4-Pyridylsulfonyl)phenyl]-3,3,3-trifluoro-2-hydroxy-2-methylpropanamide). Isolated yield 60.4%. Reaction SMILES: [F:1][C:2]([F:10])([F:9])[C:3]([OH:8])([CH3:7])[C:4](O)=[O:5].S(Cl)(Cl)=O.[N:15]1[CH:20]=[CH:19][C:18]([S:21]([C:24]2[CH:29]=[CH:28][C:27]([NH2:30])=[CH:26][CH:25]=2)(=[O:23])=[O:22])=[CH:17][CH:16]=1.O>CN(C)C(=O)C>[N:15]1[CH:16]=[CH:17][C:18]([S:21]([C:24]2[CH:29]=[CH:28][C:27]([NH:30][C:4](=[O:5])[C:3]([OH:8])([CH3:7])[C:2]([F:10])([F:9])[F:1])=[CH:26][CH:25]=2)(=[O:23])=[O:22])=[CH:19][CH:20]=1. Procedure details: To a stirred, cooled (-20° C.) solution of 3,3,3-trifluoro-2-hydroxy-2-methylpropanoic acid (4.28 g, 30.5 mmol) in N,N-dimethyl-acetamide (30 mL) was added thionyl chloride (3.63 g, 30.5 mmol) and the mixture stirred at -10° to -15° C. for one hour. 4-(4-Pyridylsulfonyl)benzenamine (4.77 g, 20.4 mmol) was added in one portion and the mixture stirred at room temperature overnight. The solution was poured into water, the yellow solid filtered and purified by flash chromatography (50% v/v ethyl ace... The reactants are C(C1=CC=CC=C1)OC1=CC=C(C=2OC3=CC=CC=C3C(C2OC(=O)CCCCC(=O)OCC2=CC=CC=C2)=O)C=C1 (4′-(benzyloxy)-3-(benzyloxycarbonyl butylcarbonyloxy) flavone), [H][H] (hydrogen). The reagents and catalysts are [OH-].[OH-].[Pd+2] (Pd(OH)2). Run in C1CCOC1 (THF), C(C)O (ethanol), CC(=O)O (AcOH). Yields the product OC1=CC=C(C=2OC3=CC=CC=C3C(C2)=O)C=C1 (4′-Hydroxyflavone). The yield is 88.6%. Reaction SMILES: C([O:8][C:9]1[CH:42]=[CH:41][C:12]([C:13]2[O:14][C:15]3[C:20]([C:21](=[O:40])[C:22]=2OC(CCCCC(OCC2C=CC=CC=2)=O)=O)=[CH:19][CH:18]=[CH:17][CH:16]=3)=[CH:11][CH:10]=1)C1C=CC=CC=1.[H][H]>C1COCC1.C(O)C.CC(O)=O.[OH-].[OH-].[Pd+2]>[OH:8][C:9]1[CH:10]=[CH:11][C:12]([C:13]2[O:14][C:15]3[C:20]([C:21](=[O:40])[CH:22]=2)=[CH:19][CH:18]=[CH:17][CH:16]=3)=[CH:41][CH:42]=1 |f:5.6.7|. Reported procedure: A mixture of the 4′-(benzyloxy)-3-(benzyloxycarbonyl butylcarbonyloxy) flavone (400 mg, 0.711 mmol) and Pd(OH)2 (56 mg) in THF (10 mL), ethanol (1.2 mL) and AcOH (100 μL) was treated with hydrogen (50 psi) for 18 h. The reaction mixture was then filtered (Celite) and the pad washed with THF. The filtrate was concentrated and the solid residue was purified by flash chromatography (70% THF/toluene+1% AcOH) and the resultant solid recrystallised from THF/petrol to afford the acid as a colourless so...